Dataset: the Open Reaction Database (ORD), a public repository of structured organic reaction records. Task: describe an organic reaction: reactants, conditions, products, and yield Reactants: ClC1=CC=2CC[C@H]3[C@@H]4CCC([C@@]4(C)CC[C@@H]3C2C=C1)=O (3-chloroestra-1,3,5(10)-trien-17-one), FC(C=1C=C(CN)C=CC1)(F)F (3-(trifluoromethyl)benzylamine), C(#N)[BH3-].[Na+] (sodium cyanoborohydride), [OH-].[Na+] (sodium hydroxide), C(#N)[BH3-].[Na+] (sodium cyanoborohydride). Run in O (water), CO (methanol), O1CCCC1 (tetrahydrofuran), C(C)(=O)O (acetic acid). Reaction conditions: time 24 hour. Product: ClC1=CC=2CC[C@H]3[C@@H]4CC[C@@H]([C@@]4(C)CC[C@@H]3C2C=C1)NCC1=CC(=CC=C1)C(F)(F)F (3-Chloro-17β-[N-(3-trifluoromethylphenylmethyl)-amino]estra-1,3,5(10)-triene). Isolated yield 67.1%. RXN SMILES: [Cl:1][C:2]1[CH:19]=[CH:18][C:17]2[C@@H:16]3[C@H:7]([C@H:8]4[C@@:12]([CH2:14][CH2:15]3)([CH3:13])[C:11](=O)[CH2:10][CH2:9]4)[CH2:6][CH2:5][C:4]=2[CH:3]=1.[F:21][C:22]([F:32])([F:31])[C:23]1[CH:24]=[C:25]([CH:28]=[CH:29][CH:30]=1)[CH2:26][NH2:27].C([BH3-])#N.[Na+].[OH-].[Na+]>CO.O1CCCC1.O.C(O)(=O)C>[Cl:1][C:2]1[CH:19]=[CH:18][C:17]2[C@@H:16]3[C@H:7]([C@H:8]4[C@@:12]([CH2:14][CH2:15]3)([CH3:13])[C@@H:11]([NH:27][CH2:26][C:25]3[CH:28]=[CH:29][CH:30]=[C:23]([C:22]([F:21])([F:31])[F:32])[CH:24]=3)[CH2:10][CH2:9]4)[CH2:6][CH2:5][C:4]=2[CH:3]=1 |f:2.3,4.5|. Procedure: The compound, 3-chloroestra-1,3,5(10)-trien-17-one (2.17 g) is added to a solution of 3-(trifluoromethyl)benzylamine (2.6 g) in methanol (200 ml) and tetrahydrofuran (200 ml) made acidic with acetic acid (1.5 ml). When the starting material is dissolved, sodium cyanoborohydride (0.72 g) is added, the mixture is stirred 24 hours, additional sodium cyanoborohydride (0.7 g) is and the mixture is stirred for another 21 hours. The mixture is diluted with water (200 ml), made basic with 50% sodium hyd...